This data is from the Open Reaction Database (ORD), a public repository of structured organic reaction records. The task is: describe an organic reaction: reactants, conditions, products, and yield The reactants are C([O-])(O)=O.[Na+] (sodium bicarbonate), C(C)(=O)OC1=CC=C(CC(CN2CCN(CCC2)C(=O)OCC2=CC=CC=C2)N(S(=O)(=O)C=2C=3C=CN=CC3C=CC2)C)C=C1 (N-[1-(p-Acetoxybenzyl)-2-(4-benzyloxycarbonylhomopiperazinyl)ethyl]-N-methyl-5-isoquinolinesulfonamide), C(CC(O)(C(=O)O)CC(=O)O)(=O)O (citric acid), [OH-].[Na+] (sodium hydroxide). The solvent is CO (methanol). Conditions: time 10 minute. Yields the product C(C1=CC=CC=C1)OC(=O)N1CCN(CCC1)CC(CC1=CC=C(C=C1)O)N(S(=O)(=O)C=1C=2C=CN=CC2C=CC1)C (N-[2-(4-Benzyloxycarbonylhomopiperazinyl)-1-(p-hydroxybenzyl)ethyl]-N-methyl-5-isoquinolinesulfonamide). Yield: 90.8%. As a reaction SMILES: C([O:4][C:5]1[CH:45]=[CH:44][C:8]([CH2:9][CH:10]([N:29]([CH3:43])[S:30]([C:33]2[C:34]3[CH:35]=[CH:36][N:37]=[CH:38][C:39]=3[CH:40]=[CH:41][CH:42]=2)(=[O:32])=[O:31])[CH2:11][N:12]2[CH2:18][CH2:17][CH2:16][N:15]([C:19]([O:21][CH2:22][C:23]3[CH:28]=[CH:27][CH:26]=[CH:25][CH:24]=3)=[O:20])[CH2:14][CH2:13]2)=[CH:7][CH:6]=1)(=O)C.[OH-].[Na+].C(O)(=O)CC(CC(O)=O)(C(O)=O)O.C(=O)(O)[O-].[Na+]>CO>[CH2:22]([O:21][C:19]([N:15]1[CH2:16][CH2:17][CH2:18][N:12]([CH2:11][CH:10]([N:29]([CH3:43])[S:30]([C:33]2[C:34]3[CH:35]=[CH:36][N:37]=[CH:38][C:39]=3[CH:40]=[CH:41][CH:42]=2)(=[O:32])=[O:31])[CH2:9][C:8]2[CH:7]=[CH:6][C:5]([OH:4])=[CH:45][CH:44]=2)[CH2:13][CH2:14]1)=[O:20])[C:23]1[CH:28]=[CH:27][CH:26]=[CH:25][CH:24]=1 |f:1.2,4.5|. Procedure details: 400 mg of the amorphous compound obtained in Example 112 was dissolved in 10 ml of methanol, to the solution was added 2 ml of 10% sodium hydroxide and the mixture was stirred for 10 minutes. The reaction mixture was acidified with citric acid aqueous solution and then alkalized with saturated sodium bicarbonate aqueous solution, and extracted twice with 50 ml of chloroform. The extract was dried over magnesium sulfate and evaporated to remove the solvent under a reduced pressure. The resulting ... Reactants: C(C1=CC=CC=C1)(C1=CC=CC=C1)O.NC1=C(OC2=C(C(=O)[O-])C=C(C=C2)C(CC)(C)C)C=CC(=C1)C(F)(F)F (Benzhydrol 2-(2-amino-4-trifluoromethylphenoxy)-5-(1,1-dimethylpropyl)benzoate), FC(C=1C=C(C=C(C1)C(F)(F)F)N=C=O)(F)F (3,5-di(trifluoromethyl)phenyl isocyanate). Solvent: N1=CC=CC=C1 (pyridine). Yields the product C(C1=CC=CC=C1)(C1=CC=CC=C1)O.FC(C=1C=C(C=C(C1)C(F)(F)F)NC(NC1=C(OC2=C(C(=O)[O-])C=C(C=C2)C(CC)(C)C)C=CC(=C1)C(F)(F)F)=O)(F)F (Benzhydrol 2-[2-[3-[3,5-bis (trifluoromethyl)phenyl]ureido]-4-trifluoromethylphenoxy]-5-(1,1-dimethylpropyl)benzoate). RXN SMILES: [CH:1]([OH:14])([C:8]1[CH:13]=[CH:12][CH:11]=[CH:10][CH:9]=1)[C:2]1[CH:7]=[CH:6][CH:5]=[CH:4][CH:3]=1.[NH2:15][C:16]1[CH:36]=[C:35]([C:37]([F:40])([F:39])[F:38])[CH:34]=[CH:33][C:17]=1[O:18][C:19]1[CH:27]=[CH:26][C:25]([C:28]([CH3:32])([CH3:31])[CH2:29][CH3:30])=[CH:24][C:20]=1[C:21]([O-:23])=[O:22].[F:41][C:42]([F:57])([F:56])[C:43]1[CH:44]=[C:45]([N:53]=[C:54]=[O:55])[CH:46]=[C:47]([C:49]([F:52])([F:51])[F:50])[CH:48]=1>N1C=CC=CC=1>[CH:1]([OH:14])([C:8]1[CH:9]=[CH:10][CH:11]=[CH:12][CH:13]=1)[C:2]1[CH:7]=[CH:6][CH:5]=[CH:4][CH:3]=1.[F:41][C:42]([F:56])([F:57])[C:43]1[CH:44]=[C:45]([NH:53][C:54](=[O:55])[NH:15][C:16]2[CH:36]=[C:35]([C:37]([F:38])([F:39])[F:40])[CH:34]=[CH:33][C:17]=2[O:18][C:19]2[CH:27]=[CH:26][C:25]([C:28]([CH3:31])([CH3:32])[CH2:29][CH3:30])=[CH:24][C:20]=2[C:21]([O-:23])=[O:22])[CH:46]=[C:47]([C:49]([F:52])([F:50])[F:51])[CH:48]=1 |f:0.1,4.5|. Reported procedure: Benzhydrol-2-(2-amino-4-trifluoromethylphenoxy)-5-(1,1-dimethylpropyl)benzoate (200 mg, 0.0004 mol) and 3,5-di(trifluoromethyl)phenyl isocyanate (300 μL 0.002 mol) were mixed in pyridine, under argon, at room temperature for 16 h. The solvent was evaporated and the residue flash chromatographed (silica gel, ethyl acetate/hexane) to yield the title compound. 1H NMR (250 MHz, CDCl3) δ8.69 (d, 2H), 7.97 (d, 1H), 7.59 (s, 2H), 7.48 (d, 2H), 7.20-7.39 (m, 9H), 7.08 (d, 1H), 6.95 (s, 1H), 6.82 (dd, 2H... Reactants: F[B-](F)(F)F, CCN(C(C)C)C(C)C, O=C(O)c1cc(Cl)cnc1Cl, Cl, N=C(N)COCCc1ccc(F)cc1, CN(C)C(On1nnc2ccccc21)=[N+](C)C. Yields the product N=C(COCCc1ccc(F)cc1)NC(=O)c1cc(Cl)cnc1Cl. Reaction SMILES: [B-:27]([F:28])([F:29])([F:30])[F:31].[CH:49]([N:50]([CH2:51][CH3:52])[CH:53]([CH3:54])[CH3:55])([CH3:56])[CH3:57].[Cl:1][c:2]1[c:3]([C:4](=[O:5])[OH:6])[cH:7][c:8]([Cl:11])[cH:9][n:10]1.[ClH:12].[F:13][c:14]1[cH:15][cH:16][c:17]([CH2:20][CH2:21][O:22][CH2:23][C:24](=[NH:25])[NH2:26])[cH:18][cH:19]1.[n:32]1([O:33][C:34]([N:35]([CH3:36])[CH3:37])=[N+:38]([CH3:39])[CH3:40])[c:41]2[cH:42][cH:43][cH:44][cH:45][c:46]2[n:47][n:48]1>>[Cl:1][c:2]1[c:3]([C:4](=[O:6])[NH:26][C:24]([CH2:23][O:22][CH2:21][CH2:20][c:17]2[cH:16][cH:15][c:14]([F:13])[cH:19][cH:18]2)=[NH:25])[cH:7][c:8]([Cl:11])[cH:9][n:10]1.